From a dataset of the Open Reaction Database (ORD), a public repository of structured organic reaction records. describe an organic reaction: reactants, conditions, products, and yield Reactants: CCOc1c(OCC)c(=O)c1=O, CCO, Nc1cccc2cnccc12. Product: CCOc1c(Nc2cccc3cnccc23)c(=O)c1=O. As a reaction SMILES: [CH2:1]([O:2][c:4]1[c:5](=[O:12])[c:6](=[O:11])[c:7]1[O:8][CH2:9][CH3:10])[CH3:3].[CH3:24][CH2:25][OH:26].[NH2:13][c:14]1[c:15]2[cH:16][cH:17][n:18][cH:19][c:20]2[cH:21][cH:22][cH:23]1>>[c:4]1([NH:13][c:14]2[c:15]3[cH:16][cH:17][n:18][cH:19][c:20]3[cH:21][cH:22][cH:23]2)[c:5](=[O:12])[c:6](=[O:11])[c:7]1[O:8][CH2:9][CH3:10]. Starting materials: N[C@H](CCCNC(N)=N)C(=O)O (D-Arg), D-homo-Arg, N[C@@H](CCCN)C(=O)O (Orn), homo-Arg, N[C@H](CCSC)C(=O)O (D-Met), N[C@H](CCCN)C(=O)O (D-Orn), N[C@H]([C@H](C)CC)C(=O)O (D-Ile), N[C@@H]([C@@H](C)CC)C(=O)O (Ile), N[C@@H](CCCCN)C(=O)O (Lys), N[C@H](CCCCN)C(=O)O (D-Lys), N[C@@H](CCSC)C(=O)O (Met). Product: N[C@@H](CCCNC(N)=N)C(=O)O (Arginine). Reaction SMILES: [NH2:1][C@@H:2]([C:10]([OH:12])=[O:11])[CH2:3][CH2:4][CH2:5][NH:6][C:7](=[NH:9])[NH2:8].N[C@H](C(O)=O)CCCCN.N[C@@H](C(O)=O)CCCCN.N[C@H](C(O)=O)CCSC.N[C@H](C(O)=O)[C@H](CC)C.N[C@@H](C(O)=O)CCSC.N[C@@H](C(O)=O)[C@@H](CC)C.N[C@H](C(O)=O)CCCN.N[C@@H](C(O)=O)CCCN>>[NH2:1][C@H:2]([C:10]([OH:12])=[O:11])[CH2:3][CH2:4][CH2:5][NH:6][C:7](=[NH:8])[NH2:9]. Reported procedure: replace with: D-Arg, Lys, D-Lys, homo-Arg, D-homo-Arg, Met, Ile, D-Met, D-Ile, Orn, D-Orn; Reactants: BrC=1SC2=C(N1)C=C(C(=C2C2=CC=C(C=C2)Cl)[C@@H](C(=O)OCC)OC(C)(C)C)C ((S)-ethyl 2-(2-bromo-7-(4-chlorophenyl)-5-methylbenzo[d]thiazol-6-yl)-2-tert-butoxyacetate), ClC1=CC=C(C(=N1)C=1C=C2C=NN(C2=CC1)C)C (5-(6-chloro-3-methylpyridin-2-yl)-1-methyl-1H-indazole), Sn2(n-Bu)6, [Li+].[Cl-] (LiCl). Reagents/catalysts: Cl[Pd]([P](C1=CC=CC=C1)(C2=CC=CC=C2)C3=CC=CC=C3)([P](C4=CC=CC=C4)(C5=CC=CC=C5)C6=CC=CC=C6)Cl (Pd(PPh3)2Cl2), C=1C=CC(=CC1)[P](C=2C=CC=CC2)(C=3C=CC=CC3)[Pd]([P](C=4C=CC=CC4)(C=5C=CC=CC5)C=6C=CC=CC6)([P](C=7C=CC=CC7)(C=8C=CC=CC8)C=9C=CC=CC9)[P](C=1C=CC=CC1)(C=1C=CC=CC1)C=1C=CC=CC1 (Pd(PPh3)4). Solvent: O1CCOCC1 (dioxane), CCOC(=O)C (EtOAc), O1CCOCC1 (dioxane). Conditions: temperature 90 celsius, time 16 hour. The product is C(C)(C)(C)O[C@H](C(=O)OCC)C1=C(C2=C(N=C(S2)C2=NC(=C(C=C2)C)C=2C=C3C=NN(C3=CC2)C)C=C1C)C1=CC=C(C=C1)Cl ((S)-ethyl 2-tert-butoxy-2-(7-(4-chlorophenyl)-5-methyl-2-(5-methyl-6-(1-methyl-1H-indazol-5-yl)pyridin-2-yl)benzo[d]thiazol-6-yl)acetate). RXN SMILES: Cl[C:2]1[N:7]=[C:6]([C:8]2[CH:9]=[C:10]3[C:14](=[CH:15][CH:16]=2)[N:13]([CH3:17])[N:12]=[CH:11]3)[C:5]([CH3:18])=[CH:4][CH:3]=1.[Li+].[Cl-].Br[C:22]1[S:23][C:24]2[C:30]([C:31]3[CH:36]=[CH:35][C:34]([Cl:37])=[CH:33][CH:32]=3)=[C:29]([C@H:38]([O:44][C:45]([CH3:48])([CH3:47])[CH3:46])[C:39]([O:41][CH2:42][CH3:43])=[O:40])[C:28]([CH3:49])=[CH:27][C:25]=2[N:26]=1>O1CCOCC1.CCOC(C)=O.Cl[Pd](Cl)([P](C1C=CC=CC=1)(C1C=CC=CC=1)C1C=CC=CC=1)[P](C1C=CC=CC=1)(C1C=CC=CC=1)C1C=CC=CC=1.C1C=CC([P]([Pd]([P](C2C=CC=CC=2)(C2C=CC=CC=2)C2C=CC=CC=2)([P](C2C=CC=CC=2)(C2C=CC=CC=2)C2C=CC=CC=2)[P](C2C=CC=CC=2)(C2C=CC=CC=2)C2C=CC=CC=2)(C2C=CC=CC=2)C2C=CC=CC=2)=CC=1>[C:45]([O:44][C@@H:38]([C:29]1[C:28]([CH3:49])=[CH:27][C:25]2[N:26]=[C:22]([C:2]3[CH:3]=[CH:4][C:5]([CH3:18])=[C:6]([C:8]4[CH:9]=[C:10]5[C:14](=[CH:15][CH:16]=4)[N:13]([CH3:17])[N:12]=[CH:11]5)[N:7]=3)[S:23][C:24]=2[C:30]=1[C:31]1[CH:32]=[CH:33][C:34]([Cl:37])=[CH:35][CH:36]=1)[C:39]([O:41][CH2:42][CH3:43])=[O:40])([CH3:46])([CH3:47])[CH3:48] |f:1.2,^1:64,83,106,108,127,146|. Procedure: In a 10 mL reaction vial, 5-(6-chloro-3-methylpyridin-2-yl)-1-methyl-1H-indazole (100 mg, 0.389 mmol) was dissolved in dioxane (5 mL) at rt. The solution was bubbled with argon for 5 min. Then Sn2(n-Bu)6 (0.253 mL, 0.508 mmol), LiCl (100 mg, 2.38 mmol), Pd(PPh3)2Cl2 (27 mg, 0.039 mmol) and Pd(PPh3)4 (45 mg, 0.039 mmol) were added sequentially. The resulting reaction mixture was sealed and heated to 90° C. in oil bath. To this mixture, a solution of (S)-ethyl 2-(2-bromo-7-(4-chlorophenyl)-5-methy... Reactants: COc1ccc(CCl)cc1, CN(C)C=O, CC(C)(C)OC(=O)N1CCC(c2ccc(F)cc2)C(O)C1, [H-], [Na+]. Yields the product COc1ccc(COC2CN(C(=O)OC(C)(C)C)CCC2c2ccc(F)cc2)cc1. RXN SMILES: [CH3:22][O:23][c:24]1[cH:25][cH:26][c:27]([CH2:28][Cl:29])[cH:30][cH:31]1.[CH3:34][N:35]([CH3:36])[CH:37]=[O:38].[F:1][c:2]1[cH:3][cH:4][c:5]([CH:8]2[CH:9]([OH:21])[CH2:10][N:11]([C:14](=[O:15])[O:16][C:17]([CH3:18])([CH3:19])[CH3:20])[CH2:12][CH2:13]2)[cH:6][cH:7]1.[H-:32].[Na+:33]>>[F:1][c:2]1[cH:3][cH:4][c:5]([CH:8]2[CH:9]([O:21][CH2:28][c:27]3[cH:26][cH:25][c:24]([O:23][CH3:22])[cH:31][cH:30]3)[CH2:10][N:11]([C:14](=[O:15])[O:16][C:17]([CH3:18])([CH3:19])[CH3:20])[CH2:12][CH2:13]2)[cH:6][cH:7]1. Reactants: C(CC(O)(C(=O)O)CC(=O)O)(=O)O (citric acid), C(C#CC)OC1=CC=C(C=C1)C[C@@H](C(N(C)C)=O)NC(=O)[C@H]([C@](C(=O)OC(C)(C)C)(CCO)O)\C=C\CCCCCCC(CCCCCCC)=O (tert-Butyl (E)-(2S,3S)-3-[(S)-2-(4-but-2-ynyloxy-phenyl)-1-dimethylcarbamoyl-ethylcarbamoyl]-2-hydroxy-2-(2-hydroxy-ethyl)-12-oxo-nonadec-4-enoate), 4-acetamide 2,2,6,6-tetramethylpiperidine-1-oxyl, C(C)(=O)OC=1C(=C(C=CC1)I)OC(C)=O (diacetoxyiodobenzene). Solvent: C(C)#N (acetonitrile), O (water). Run at time 4 hour. Product: C(C#CC)OC1=CC=C(C=C1)C[C@@H](C(N(C)C)=O)NC(=O)[C@@H](\C=C\CCCCCCC(CCCCCCC)=O)[C@](C(=O)O)(CC(=O)O)O ((S)-2-{(E)-(S)-1-[(S)-2-(4-but-2-ynyloxy-phenyl)-1-dimethylcarbamoyl-ethylcarbamoyl]-10-oxo-heptadec-2-enyl}-2-hydroxy-succinic acid). Isolated yield 48.4%. RXN SMILES: [CH2:1]([O:5][C:6]1[CH:11]=[CH:10][C:9]([CH2:12][C@H:13]([NH:19][C:20]([C@@H:22](/[CH:35]=[CH:36]/[CH2:37][CH2:38][CH2:39][CH2:40][CH2:41][CH2:42][C:43](=[O:51])[CH2:44][CH2:45][CH2:46][CH2:47][CH2:48][CH2:49][CH3:50])[C@@:23]([OH:34])([CH2:31][CH2:32][OH:33])[C:24]([O:26]C(C)(C)C)=[O:25])=[O:21])[C:14](=[O:18])[N:15]([CH3:17])[CH3:16])=[CH:8][CH:7]=1)[C:2]#[C:3][CH3:4].C(OC1C(OC(=O)C)=C(I)C=CC=1)(=[O:54])C.C(O)(=O)CC(CC(O)=O)(C(O)=O)O>C(#N)C.O>[CH2:1]([O:5][C:6]1[CH:11]=[CH:10][C:9]([CH2:12][C@H:13]([NH:19][C:20]([C@H:22]([C@@:23]([OH:34])([CH2:31][C:32]([OH:33])=[O:54])[C:24]([OH:26])=[O:25])/[CH:35]=[CH:36]/[CH2:37][CH2:38][CH2:39][CH2:40][CH2:41][CH2:42][C:43](=[O:51])[CH2:44][CH2:45][CH2:46][CH2:47][CH2:48][CH2:49][CH3:50])=[O:21])[C:14](=[O:18])[N:15]([CH3:16])[CH3:17])=[CH:8][CH:7]=1)[C:2]#[C:3][CH3:4]. Procedure details: tert-Butyl (E)-(2S,3S)-3-[(S)-2-(4-but-2-ynyloxy-phenyl)-1-dimethylcarbamoyl-ethylcarbamoyl]-2-hydroxy-2-(2-hydroxy-ethyl)-12-oxo-nonadec-4-enoate (96.8 mg, 0.133 mmol) was dissolved in acetonitrile (2.0 mL) and water (0.6 mL), and 4-acetamide-2,2,6,6-tetramethylpiperidine-1-oxyl (4.3 mg, 19.9 μmol) and diacetoxyiodobenzene (85.7 mg, 0.266 mmol) were added. The mixture was stirred at room temperature for 4 hours. An aqueous solution of citric acid was added to the reaction mixture, which was fol... Reactants: C(C1=CC=CC=C1)(C1=CC=CC=C1)OC(=O)C1=CCS[C@H]2N1C([C@H]2N)=O (7β-amino-3-cephem-4-carboxylic acid benzhydryl ester), FC(C(=O)O)(F)F (trifluoroacetic acid). Run in C1(=CC=CC=C1)C (toluene), C1(=CC=CC=C1)OC (anisole). Product: N[C@H]1[C@@H]2N(C(=CCS2)C(=O)O)C1=O (7β-amino-3-cephem-4-carboxylic acid). RXN SMILES: C([O:14][C:15]([C:17]1[N:22]2[C:23](=[O:26])[C@@H:24]([NH2:25])[C@H:21]2[S:20][CH2:19][CH:18]=1)=[O:16])(C1C=CC=CC=1)C1C=CC=CC=1.FC(F)(F)C(O)=O>C1(OC)C=CC=CC=1.C1(C)C=CC=CC=1>[NH2:25][C@@H:24]1[C:23](=[O:26])[N:22]2[C:17]([C:15]([OH:16])=[O:14])=[CH:18][CH2:19][S:20][C@H:21]12. Reported procedure: 36.6 g of 7β-amino-3-cephem-4-carboxylic acid benzhydryl ester in 60 ml of anisole are reacted for 10 minutes at room temperature with 240 ml of trifluoroacetic acid. The reaction mixture is diluted with toluene and evaporated to dryness in vacuo. The residue is dissolved in a mixture of 150 ml of methanol, 250 ml of ether and 10 ml of water and the pH is adjusted to 3.5 with triethylamine. The suspension is cooled for 1 hour to 0° C. and the fine-crystalline precipitate of 7β-amino-3-cephem-4-c...